From a dataset of the Open Reaction Database (ORD), a public repository of structured organic reaction records. describe an organic reaction: reactants, conditions, products, and yield Reaction conditions: time 8 hour. As a reaction SMILES: [CH3:1][S:2](Cl)(=[O:4])=[O:3].[CH:6]1[C:11]([C:12]([C:24]([F:27])([F:26])[F:25])([C:20]([F:23])([F:22])[F:21])[C:13]2[CH:18]=[CH:17][C:16]([OH:19])=[CH:15][CH:14]=2)=[CH:10][CH:9]=[C:8]([OH:28])[CH:7]=1.Cl>N1C=CC=CC=1>[S:2]([O:19][C:16]1[CH:15]=[CH:14][C:13]([C:12]([C:11]2[CH:10]=[CH:9][C:8]([O:28][S:2]([CH3:1])(=[O:4])=[O:3])=[CH:7][CH:6]=2)([C:24]([F:25])([F:26])[F:27])[C:20]([F:23])([F:22])[F:21])=[CH:18][CH:17]=1)([CH3:1])(=[O:4])=[O:3]. Procedure details: 11.8 g (0.1 mol) of methanesulfonyl chloride are added dropwise, at a reaction temperature of 0-5° C., to a solution of 16.8 g (0.05 mol) of bisphenol AF in 100 ml of pyridine. Stirring is then continued for a further hour at 5° C. and overnight at room temperature. The reaction mixture is then acidified with sufficient half-concentrated hydrochloric acid to precipitate the product. Filtering off with suction and washing with water gives 24 g of crude product, and recrystallization from toluene ... Solvent: N1=CC=CC=C1 (pyridine). The reactants are CS(=O)(=O)Cl (methanesulfonyl chloride), C1=CC(=CC=C1C(C2=CC=C(C=C2)O)(C(F)(F)F)C(F)(F)F)O (bisphenol AF), Cl (hydrochloric acid). The yield is 82.0%. Yields the product S(=O)(=O)(C)OC1=CC=C(C=C1)C(C(F)(F)F)(C(F)(F)F)C1=CC=C(C=C1)OS(=O)(=O)C (2,2-bis-(4-mesyloxyphenyl)-hexafluoropropane).